Dataset: the Open Reaction Database (ORD), a public repository of structured organic reaction records. Task: describe an organic reaction: reactants, conditions, products, and yield Reactants: CC(C)(C)N1C(=O)C(NC2CCNCC2)=C(c2ccccc2)S1(=O)=O, O=C(Cl)c1ccc(F)c(F)c1. Yields the product CC(C)(C)N1C(=O)C(NC2CCN(C(=O)c3ccc(F)c(F)c3)CC2)=C(c2ccccc2)S1(=O)=O. Reaction SMILES: [C:12]([CH3:13])([CH3:14])([CH3:15])[N:16]1[S:17](=[O:35])(=[O:36])[C:18]([c:29]2[cH:30][cH:31][cH:32][cH:33][cH:34]2)=[C:19]([NH:22][CH:23]2[CH2:24][CH2:25][NH:26][CH2:27][CH2:28]2)[C:20]1=[O:21].[F:1][c:2]1[cH:3][c:4]([C:5](=[O:6])[Cl:7])[cH:8][cH:9][c:10]1[F:11]>>[F:1][c:2]1[cH:3][c:4]([C:5](=[O:6])[N:26]2[CH2:25][CH2:24][CH:23]([NH:22][C:19]3=[C:18]([c:29]4[cH:30][cH:31][cH:32][cH:33][cH:34]4)[S:17](=[O:35])(=[O:36])[N:16]([C:12]([CH3:13])([CH3:14])[CH3:15])[C:20]3=[O:21])[CH2:28][CH2:27]2)[cH:8][cH:9][c:10]1[F:11]. Reported procedure: Compound XIV was prepared as in Example 12 at 180° C from p-chlorobenzotrichloride and 2-amino-4-chlorophenol hydrochloride, and purified through a preheated aluminum trioxide column: 16 g of raw product, M.P. 178°-183° C (61% of the theory). Upon recrystallization from benzene: M.P. 190°-192° C. Product: ClC1=CC=C(C=C1)C=1OC2=C(N1)C=C(C=C2)Cl (2-(4-Chlorophenyl)-5-chlorobenzoxazole). Reaction SMILES: [Cl:1][C:2]1[CH:7]=[CH:6][C:5]([C:8](Cl)(Cl)Cl)=[CH:4][CH:3]=1.Cl.[NH2:13][C:14]1[CH:19]=[C:18]([Cl:20])[CH:17]=[CH:16][C:15]=1[OH:21]>>[Cl:1][C:2]1[CH:3]=[CH:4][C:5]([C:8]2[O:21][C:15]3[CH:16]=[CH:17][C:18]([Cl:20])=[CH:19][C:14]=3[N:13]=2)=[CH:6][CH:7]=1 |f:1.2|. The reactants are ClC1=CC=C(C=C1)C(Cl)(Cl)Cl (p-chlorobenzotrichloride), Cl.NC1=C(C=CC(=C1)Cl)O (2-amino-4-chlorophenol hydrochloride). The reactants are C([O-])(O)=O.[Na+] (sodium bicarbonate), ClC=1C=C(C=O)C=C(C1)Cl (3,5-dichlorobenzaldehyde), C1(=CC=C(C=C1)S(=O)(=O)O)C (paratoluenesulphonic acid), C(CO)O (ethylene glycol). Solvent: C1(=CC=CC=C1)C (toluene). Product: ClC1=C(C(=CC(=C1)CO)Cl)C1=CC=C(C=C1)O (2,6-Dichloro-4′-hydroxy-(1,1′-biphenyl)-4-methanol). As a reaction SMILES: [Cl:1][C:2]1[CH:3]=[C:4]([CH:7]=[C:8]([Cl:10])[CH:9]=1)[CH:5]=[O:6].[C:11]1(C)[CH:16]=[CH:15][C:14](S(O)(=O)=O)=[CH:13][CH:12]=1.C(O)C[OH:24].C(=O)(O)[O-].[Na+]>C1(C)C=CC=CC=1>[Cl:1][C:2]1[CH:3]=[C:4]([CH2:5][OH:6])[CH:7]=[C:8]([Cl:10])[C:9]=1[C:11]1[CH:16]=[CH:15][C:14]([OH:24])=[CH:13][CH:12]=1 |f:3.4|. Procedure: 4.66 g of 3,5-dichlorobenzaldehyde is mixed with 0.23 g of paratoluenesulphonic acid, 3 ml of ethylene glycol and 40 ml of toluene. The reaction medium is heated under reflux for 2 hours, poured into a saturated solution of sodium bicarbonate and the aqueous phase is decanted. The organic phase is dried and evaporated under reduced pressure. 5.756 g of expected product is isolated in the form of an oil. Starting materials: CC(C)(C)OC(=O)NCc1ccc2[nH]ccc2c1, O=C1CCC(=O)N1Cl, ClCCl. The product is CC(C)(C)OC(=O)NCc1ccc2[nH]cc(Cl)c2c1. As a reaction SMILES: [C:1]([CH3:2])([CH3:3])([CH3:4])[O:5][C:6](=[O:7])[NH:8][CH2:9][c:10]1[cH:11][c:12]2[cH:13][cH:14][nH:15][c:16]2[cH:17][cH:18]1.[Cl:19][N:20]1[C:21](=[O:22])[CH2:23][CH2:24][C:25]1=[O:26].[Cl:27][CH2:28][Cl:29]>>[C:1]([CH3:2])([CH3:3])([CH3:4])[O:5][C:6](=[O:7])[NH:8][CH2:9][c:10]1[cH:11][c:12]2[c:13]([Cl:19])[cH:14][nH:15][c:16]2[cH:17][cH:18]1. The reactants are FC=1C(=CN(C1C=1C(=NC=CC1)F)S(=O)(=O)C1=NC(=CC=C1)C)CN(C(OC(C)(C)C)=O)C (tert-butyl ({4-fluoro-5-(2-fluoropyridin-3-yl)-1-[(6-methylpyridin-2-yl)sulfonyl]-1H-pyrrol-3-yl}methyl)methylcarbamate), C(C)(=O)OCC.Cl (hydrogen chloride-ethyl acetate). Run in CC(C)O (2-propanol). Conditions: time 5 hour. The product is Cl.FC=1C(=CN(C1C=1C(=NC=CC1)F)S(=O)(=O)C1=NC(=CC=C1)C)CNC (1-{4-fluoro-5-(2-fluoropyridin-3-yl)-1-[(6-methylpyridin-2-yl)sulfonyl]-1H-pyrrol-3-yl}-N-methylmethanamine hydrochloride). The yield is 53.0%. RXN SMILES: [F:1][C:2]1[C:3]([CH2:24][N:25](C)[C:26](=O)OC(C)(C)C)=[CH:4][N:5]([S:14]([C:17]2[CH:22]=[CH:21][CH:20]=[C:19]([CH3:23])[N:18]=2)(=[O:16])=[O:15])[C:6]=1[C:7]1[C:8]([F:13])=[N:9][CH:10]=[CH:11][CH:12]=1.C(OCC)(=O)C.[ClH:40]>CC(O)C>[ClH:40].[F:1][C:2]1[C:3]([CH2:24][NH:25][CH3:26])=[CH:4][N:5]([S:14]([C:17]2[CH:22]=[CH:21][CH:20]=[C:19]([CH3:23])[N:18]=2)(=[O:16])=[O:15])[C:6]=1[C:7]1[C:8]([F:13])=[N:9][CH:10]=[CH:11][CH:12]=1 |f:1.2,4.5|. Reported procedure: To a solution of tert-butyl ({4-fluoro-5-(2-fluoropyridin-3-yl)-1-[(6-methylpyridin-2-yl)sulfonyl]-1H-pyrrol-3-yl}methyl)methylcarbamate (173 mg) in 2-propanol (2 mL) was added 4 mol/L hydrogen chloride-ethyl acetate solution (2 mL), and the mixture was stirred at room temperature for 5 hr. The reaction mixture was concentrated under reduced pressure, and the residue was recrystallized from ethanol to give the title compound as a white solid (yield 79 mg, 53%). The reactants are NCC(c1ccc2c(c1)OCO2)C(c1ccccc1)c1ccccc1, C1CCOC1, CCO, Cl. The product is O=CC(c1ccc2c(c1)OCO2)C(c1ccccc1)c1ccccc1. RXN SMILES: [CH2:1]1[O:2][c:3]2[cH:4][c:5]([CH:10]([CH2:11][NH2:12])[CH:13]([c:14]3[cH:15][cH:16][cH:17][cH:18][cH:19]3)[c:20]3[cH:21][cH:22][cH:23][cH:24][cH:25]3)[cH:6][cH:7][c:8]2[O:9]1.[CH2:26]1[CH2:29][CH2:28][CH2:27][O:30]1.[CH3:32][CH2:33][OH:34].[ClH:31]>>[CH2:1]1[O:2][c:3]2[cH:4][c:5]([CH:10]([CH:11]=[O:30])[CH:13]([c:14]3[cH:15][cH:16][cH:17][cH:18][cH:19]3)[c:20]3[cH:21][cH:22][cH:23][cH:24][cH:25]3)[cH:6][cH:7][c:8]2[O:9]1.